The task is: describe an organic reaction: reactants, conditions, products, and yield. This data is from the Open Reaction Database (ORD), a public repository of structured organic reaction records. Product: ClC1=CC(=C(C=C1)NC(C1=C(C=C(C=C1)OC)OC)=O)F (N-(4-chloro-2-fluorophenyl)-2,4-dimethoxybenzamide). Reactants: ClC1=CC(=C(C=C1)NC(C1=C(C=C(C=C1)OC)O)=O)F (N-(4-chloro-2-fluorophenyl)-2-hydroxy-4-methoxybenzamide), C([O-])([O-])=O.[K+].[K+] (potassium carbonate), IC (iodomethane). Procedure details: To a solution of compound 2a (0.59 g, 2 mmole) in anhydrous acetone (10 mL) were added potassium carbonate (0.69 g, 5 mmole) and iodomethane (0.28 mL, 4.4 mmole) and refluxed 8 hr. After cooled to room temperature, the reaction mixture was filtered through Celite and concentrated. The residue was extracted with ethyl acetate and dried over anhydrous magnesium sulfate, then concentrated and recrystallized with hot methanol. As a reaction SMILES: [Cl:1][C:2]1[CH:7]=[CH:6][C:5]([NH:8][C:9](=[O:19])[C:10]2[CH:15]=[CH:14][C:13]([O:16][CH3:17])=[CH:12][C:11]=2[OH:18])=[C:4]([F:20])[CH:3]=1.[C:21](=O)([O-])[O-].[K+].[K+].IC>CC(C)=O>[Cl:1][C:2]1[CH:7]=[CH:6][C:5]([NH:8][C:9](=[O:19])[C:10]2[CH:15]=[CH:14][C:13]([O:16][CH3:17])=[CH:12][C:11]=2[O:18][CH3:21])=[C:4]([F:20])[CH:3]=1 |f:1.2.3|. The solvent is CC(=O)C (acetone). The solvent is O (water). The product is CN1CCN(CC1)C1=NC(=NC(=C1)SC1=CC=CC=C1)C1=CC=CC=C1 (4-(4-methyl-1-piperazinyl)-2-phenyl-6-phenylthiopyrimidine). The reactants are ClC1=NC(=NC(=C1)N1CCN(CC1)C)C1=CC=CC=C1 (4-chloro-6-(4-methyl-1-piperazinyl)-2-phenylpyrimidine), C1(=CC=CC=C1)S (thiophenol), [OH-].[Na+] (sodium hydroxide). RXN SMILES: Cl[C:2]1[CH:7]=[C:6]([N:8]2[CH2:13][CH2:12][N:11]([CH3:14])[CH2:10][CH2:9]2)[N:5]=[C:4]([C:15]2[CH:20]=[CH:19][CH:18]=[CH:17][CH:16]=2)[N:3]=1.[C:21]1([SH:27])[CH:26]=[CH:25][CH:24]=[CH:23][CH:22]=1.[OH-].[Na+]>O>[CH3:14][N:11]1[CH2:12][CH2:13][N:8]([C:6]2[CH:7]=[C:2]([S:27][C:21]3[CH:26]=[CH:25][CH:24]=[CH:23][CH:22]=3)[N:3]=[C:4]([C:15]3[CH:20]=[CH:19][CH:18]=[CH:17][CH:16]=3)[N:5]=2)[CH2:9][CH2:10]1 |f:2.3|. Reported procedure: A mixture of 3.0 g. of the above prepared 4-chloro-6-(4-methyl-1-piperazinyl)-2-phenylpyrimidine and 10 ml. of thiophenol is heated under reflux for three hours and then poured into 300 ml. of water. The reaction mixture is basified with 40°/o sodium hydroxide solution. The product which is deposited crystallizes on cooling to afford 3.5 g. of product. Recrystallization from n-heptane affords 4-(4-methyl-1-piperazinyl)-2-phenyl-6-phenylthiopyrimidine, m.p. 125°-128°C. The reactants are ClCCCBr, O=C([O-])[O-], CN(C)C=O, NC(=O)c1sc(-n2cnc3ccc(O)cc32)nc1-c1cccc(Cl)c1, [Cs+], [Cs+], O. Product: NC(=O)c1sc(-n2cnc3ccc(OCCCCl)cc32)nc1-c1cccc(Cl)c1. Reaction SMILES: [Br:37][CH2:38][CH2:39][CH2:40][Cl:41].[C:31](=[O:32])([O-:33])[O-:34].[CH3:26][N:27]([CH3:28])[CH:29]=[O:30].[Cl:1][c:2]1[cH:3][c:4](-[c:8]2[n:9][c:10](-[n:16]3[cH:17][n:18][c:19]4[c:20]3[cH:21][c:22]([OH:25])[cH:23][cH:24]4)[s:11][c:12]2[C:13](=[O:14])[NH2:15])[cH:5][cH:6][cH:7]1.[Cs+:35].[Cs+:36].[OH2:42]>>[Cl:1][c:2]1[cH:3][c:4](-[c:8]2[n:9][c:10](-[n:16]3[cH:17][n:18][c:19]4[c:20]3[cH:21][c:22]([O:25][CH2:38][CH2:39][CH2:40][Cl:41])[cH:23][cH:24]4)[s:11][c:12]2[C:13](=[O:14])[NH2:15])[cH:5][cH:6][cH:7]1. Procedure: 7-hydroxyl-3-coumarin carboxylic acid methyl ester (0.2g, 1 mmol) is dissolved in N,N′-dimethyl formamide (2 mL), and bromobenzyl (0.36 ml, 3 mmol) and levigated potassium carbonate (0.5 g) are added into. The resulting mixture is stirred for 12 hours at 70° C. After adding 10 mL of water, extraction is conducted with ethyl acetate, and all of ethyl acetate are combined, followed by washing with water, drying on anhydrous sodium sulfate. Then the solution is concentrated under reduced pressure t... Reaction conditions: temperature 70 celsius, time 12 hour. Isolated yield 135.4%. Starting materials: COC(=O)C=1C(OC2=CC(=CC=C2C1)O)=O (7-hydroxyl-3-coumarin carboxylic acid methyl ester), C([O-])([O-])=O.[K+].[K+] (potassium carbonate). Product: COC(=O)C=1C(OC2=C(C1)C=CC(=C2)OCC2=CC=CC=C2)=O (7-benzyloxyl-2-oxo-2H-1-benzopyran-3-carboxylic acid methyl ester). RXN SMILES: [CH3:1][O:2][C:3]([C:5]1[C:6](=[O:16])[O:7][C:8]2[C:13]([CH:14]=1)=[CH:12][CH:11]=[C:10]([OH:15])[CH:9]=2)=[O:4].C(=O)([O-])[O-].[K+].[K+]>>[CH3:1][O:2][C:3]([C:5]1[C:6](=[O:16])[O:7][C:8]2[CH:9]=[C:10]([O:15][CH2:14][C:13]3[CH:8]=[CH:9][CH:10]=[CH:11][CH:12]=3)[CH:11]=[CH:12][C:13]=2[CH:14]=1)=[O:4] |f:1.2.3|. Solvent: N,N′-dimethyl formamide. Procedure: A solution of 2,3-methylenedioxyphenol (17.45g) and benzyl bromide (27.5 mL) in dimethylformamide (200 ml) was treated with potassium carbonate (35 g), and the mixture was heated at 60° C. overnight. After cooling and filtering, the mixture was evaporated. The residue was dissolved in ethyl acetate and washed with 1 M hydrochloric acid. The organic extract was dried, filtered and evaporated to afford 1-benzyloxy-2,3-methylenedioxybenzene, mp 62°-63° C. Reactants: C1OC2=C(C=CC=C2O1)O (2,3-methylenedioxyphenol), C(C1=CC=CC=C1)Br (benzyl bromide), C([O-])([O-])=O.[K+].[K+] (potassium carbonate). RXN SMILES: [CH2:1]1[O:9][C:8]2[C:3](=[C:4]([OH:10])[CH:5]=[CH:6][CH:7]=2)[O:2]1.[CH2:11](Br)[C:12]1[CH:17]=[CH:16][CH:15]=[CH:14][CH:13]=1.C(=O)([O-])[O-].[K+].[K+]>CN(C)C=O>[CH2:11]([O:10][C:4]1[CH:5]=[CH:6][CH:7]=[C:8]2[O:9][CH2:1][O:2][C:3]=12)[C:12]1[CH:17]=[CH:16][CH:15]=[CH:14][CH:13]=1 |f:2.3.4|. Solvent: CN(C=O)C (dimethylformamide). Reaction conditions: temperature 60 celsius. Yields the product C(C1=CC=CC=C1)OC1=C2C(=CC=C1)OCO2 (1-benzyloxy-2,3-methylenedioxybenzene). Reactants: COC(=N)CCSCc1cc(CN(C)C)ccn1, CO, N#CN. Yields the product CN(C)Cc1ccnc(CSCCC(=N)NC#N)c1. As a reaction SMILES: [CH3:1][O:2][C:3]([CH2:4][CH2:5][S:6][CH2:7][c:8]1[n:9][cH:10][cH:11][c:12]([CH2:14][N:15]([CH3:16])[CH3:17])[cH:13]1)=[NH:18].[CH3:22][OH:23].[NH2:19][C:20]#[N:21]>>[C:3]([CH2:4][CH2:5][S:6][CH2:7][c:8]1[n:9][cH:10][cH:11][c:12]([CH2:14][N:15]([CH3:16])[CH3:17])[cH:13]1)(=[NH:18])[NH:21][C:20]#[N:19].